This data is from the Open Reaction Database (ORD), a public repository of structured organic reaction records. The task is: describe an organic reaction: reactants, conditions, products, and yield Reactants: COCCOC, N#Cc1ccc(N(CCO)CC(F)(F)F)cc1C(F)(F)F, O=c1cccc[nH]1. The product is N#Cc1ccc(N(CCOc2ccccn2)CC(F)(F)F)cc1C(F)(F)F. Reaction SMILES: [CH3:29][O:30][CH2:31][CH2:32][O:33][CH3:34].[OH:1][CH2:2][CH2:3][N:4]([c:5]1[cH:6][c:7]([C:13]([F:14])([F:15])[F:16])[c:8]([C:9]#[N:10])[cH:11][cH:12]1)[CH2:17][C:18]([F:19])([F:20])[F:21].[nH:22]1[c:23](=[O:28])[cH:24][cH:25][cH:26][cH:27]1>>[O:1]([CH2:2][CH2:3][N:4]([c:5]1[cH:6][c:7]([C:13]([F:14])([F:15])[F:16])[c:8]([C:9]#[N:10])[cH:11][cH:12]1)[CH2:17][C:18]([F:19])([F:20])[F:21])[c:23]1[n:22][cH:27][cH:26][cH:25][cH:24]1. Procedure: There were mixed 1.00 g of 5-amino-6-ethoxycarbonyl-3-isobutyl-1,2-dihydropyrazin-2-one 4-oxide, 1.18 g of potassium hydrogencarbonate (powder), 20 ml of dry dimethylformamide and 932 μl of benzyl bromide. The mixture was stirred for 16 hours at room temperature to effect a reaction. After completion of the reaction, the reaction mixture was poured into 50 ml of ethyl acetate. The resulting mixture was washed with 30 ml of water three times. The aqueous layer was extracted with 30 ml of ethyl ac... Product: NC1=[N+](C(=C(N=C1C(=O)OCC)OCC1=CC=CC=C1)CC(C)C)[O-] (2-amino-5-benzyloxy-3-ethoxycarbonyl-6-isobutylpyrazine 1-oxide). As a reaction SMILES: [NH2:1][C:2]1[N+:3]([O-:18])=[C:4]([CH2:14][CH:15]([CH3:17])[CH3:16])[C:5](=[O:13])[NH:6][C:7]=1[C:8]([O:10][CH2:11][CH3:12])=[O:9].C(=O)([O-])O.[K+].CN(C)C=O.[CH2:29](Br)[C:30]1[CH:35]=[CH:34][CH:33]=[CH:32][CH:31]=1>C(OCC)(=O)C>[NH2:1][C:2]1[C:7]([C:8]([O:10][CH2:11][CH3:12])=[O:9])=[N:6][C:5]([O:13][CH2:29][C:30]2[CH:35]=[CH:34][CH:33]=[CH:32][CH:31]=2)=[C:4]([CH2:14][CH:15]([CH3:17])[CH3:16])[N+:3]=1[O-:18] |f:1.2|. The reactants are NC=1[N+](=C(C(NC1C(=O)OCC)=O)CC(C)C)[O-] (5-amino-6-ethoxycarbonyl-3-isobutyl-1,2-dihydropyrazin-2-one 4-oxide), C(O)([O-])=O.[K+] (potassium hydrogencarbonate), CN(C=O)C (dimethylformamide), C(C1=CC=CC=C1)Br (benzyl bromide). Run at time 16 hour. Solvent: C(C)(=O)OCC (ethyl acetate). The reactants are CO, [Na+], [OH-], CC(C)(C)C(=O)N1CCc2c(n(S(=O)(=O)c3ccccc3)c3ccc(C(=O)c4ccc(Cl)c(S(N)=O)c4)cc23)C1. Yields the product CC(C)(C)C(=O)N1CCc2c([nH]c3ccc(C(=O)c4ccc(Cl)c(S(N)=O)c4)cc23)C1. Reaction SMILES: [CH3:41][OH:42].[Na+:44].[OH-:43].[c:1]1([S:2](=[O:3])(=[O:4])[n:10]2[c:11]3[c:12]([c:13]4[cH:14][c:15]([C:19](=[O:20])[c:21]5[cH:22][cH:23][c:24]([Cl:30])[c:25]([S:27](=[O:28])[NH2:29])[cH:26]5)[cH:16][cH:17][c:18]24)[CH2:31][CH2:32][N:33]([C:35]([C:36]([CH3:37])([CH3:38])[CH3:39])=[O:40])[CH2:34]3)[cH:5][cH:6][cH:7][cH:8][cH:9]1>>[nH:10]1[c:11]2[c:12]([c:13]3[cH:14][c:15]([C:19](=[O:20])[c:21]4[cH:22][cH:23][c:24]([Cl:30])[c:25]([S:27](=[O:28])[NH2:29])[cH:26]4)[cH:16][cH:17][c:18]13)[CH2:31][CH2:32][N:33]([C:35]([C:36]([CH3:37])([CH3:38])[CH3:39])=[O:40])[CH2:34]2. Starting materials: ClCC(=O)NC1=C2C(N(CC2=C(C=C1)Cl)[C@H](CS(=O)(=O)C)C1=CC(=C(C=C1)OC)OCC)=O ((1S)-2-chloro-N-{7-chloro-2-[1-(3-ethoxy-4-methoxy-phenyl)-2-methanesulfonyl-ethyl]-3-oxo-2,3-dihydro-1H-isoindol-4-yl}-acetamide), CN1CCNCC1 (1-methylpiperazine). Run in CC#N (CH3CN). Conditions: temperature 70 celsius. Yields the product ClC=1C=CC(=C2C(N(CC12)[C@H](CS(=O)(=O)C)C1=CC(=C(C=C1)OC)OCC)=O)NC(CN1CCN(CC1)C)=O ((1S)-N-{7-chloro-2-[1-(3-ethoxy-4-methoxy-phenyl)-2-methanesulfonyl-ethyl]-3-oxo-2,3-dihydro-1H-isoindol-4-yl}-2-(4-methyl-piperazin-1-yl)-acetamide). Isolated yield 25.2%. As a reaction SMILES: Cl[CH2:2][C:3]([NH:5][C:6]1[CH:14]=[CH:13][C:12]([Cl:15])=[C:11]2[C:7]=1[C:8](=[O:33])[N:9]([C@@H:16]([C:22]1[CH:27]=[CH:26][C:25]([O:28][CH3:29])=[C:24]([O:30][CH2:31][CH3:32])[CH:23]=1)[CH2:17][S:18]([CH3:21])(=[O:20])=[O:19])[CH2:10]2)=[O:4].[CH3:34][N:35]1[CH2:40][CH2:39][NH:38][CH2:37][CH2:36]1>CC#N>[Cl:15][C:12]1[CH:13]=[CH:14][C:6]([NH:5][C:3](=[O:4])[CH2:2][N:38]2[CH2:39][CH2:40][N:35]([CH3:34])[CH2:36][CH2:37]2)=[C:7]2[C:11]=1[CH2:10][N:9]([C@@H:16]([C:22]1[CH:27]=[CH:26][C:25]([O:28][CH3:29])=[C:24]([O:30][CH2:31][CH3:32])[CH:23]=1)[CH2:17][S:18]([CH3:21])(=[O:19])=[O:20])[C:8]2=[O:33]. Procedure: To a solution of (1S)-2-chloro-N-{7-chloro-2-[1-(3-ethoxy-4-methoxy-phenyl)-2-methanesulfonyl-ethyl]-3-oxo-2,3-dihydro-1H-isoindol-4-yl}-acetamide (250 mg, 0.48 mmol) in CH3CN (10 ml) was added 1-methylpiperazine (0.21 ml, 1.9 mmol). The mixture was heated at 70° C. for 2 hrs. The reaction mixture was concentrated on rota-vap and extracted with water (50 ml) and EtOAc (50 ml). The organic layer was washed with water (50 ml), brine (25 ml), dried over Na2SO4 and concentrated. The resulted oil was...